Dataset: the Open Reaction Database (ORD), a public repository of structured organic reaction records. Task: describe an organic reaction: reactants, conditions, products, and yield Starting materials: CSC(=NCCSCc1[nH]cnc1C)NC#N, CCO, NCCO. Yields the product Cc1nc[nH]c1CSCCN=C(NC#N)NCCO. RXN SMILES: [C:1](#[N:2])[NH:3][C:4]([S:5][CH3:6])=[N:7][CH2:8][CH2:9][S:10][CH2:11][c:12]1[c:13]([CH3:17])[n:14][cH:15][nH:16]1.[CH3:22][CH2:23][OH:24].[NH2:18][CH2:19][CH2:20][OH:21]>>[C:1](#[N:2])[NH:3][C:4](=[N:7][CH2:8][CH2:9][S:10][CH2:11][c:12]1[c:13]([CH3:17])[n:14][cH:15][nH:16]1)[NH:18][CH2:19][CH2:20][OH:21]. Reaction conditions: temperature 85 celsius, time 3 hour. Starting materials: ClC1=NC=NC(=C1)Cl (4,6-dichloropyrimidine), S1C(=NC2=C1C=C(C=C2)N)N (benzothiazole-2,6-diamine), [I-].[Na+] (sodium iodide), C(C)N(C(C)C)C(C)C (ethyl diisopropylamine), COC1=C(C=C(C=C1)C)N=C=O (2-Methoxy-5-methylphenyl isocyanate). RXN SMILES: Cl[C:2]1[CH:7]=[C:6]([Cl:8])[N:5]=[CH:4][N:3]=1.[S:9]1[C:13]2[CH:14]=[C:15]([NH2:18])[CH:16]=[CH:17][C:12]=2[N:11]=[C:10]1[NH2:19].[I-].[Na+].C(N(C(C)C)C(C)C)C.[CH3:31][O:32][C:33]1[CH:38]=[CH:37][C:36]([CH3:39])=[CH:35][C:34]=1[N:40]=[C:41]=[O:42]>CN(C=O)C>[Cl:8][C:6]1[N:5]=[CH:4][N:3]=[C:2]([NH:18][C:15]2[CH:16]=[CH:17][C:12]3[N:11]=[C:10]([NH:19][C:41]([NH:40][C:34]4[CH:35]=[C:36]([CH3:39])[CH:37]=[CH:38][C:33]=4[O:32][CH3:31])=[O:42])[S:9][C:13]=3[CH:14]=2)[CH:7]=1 |f:2.3|. Product: ClC1=CC(=NC=N1)NC1=CC2=C(N=C(S2)NC(=O)NC2=C(C=CC(=C2)C)OC)C=C1 (1-[6-(6-Chloro-pyrimidin-4-ylamino)-benzothiazol-2-yl]-3-(2-methoxy-5-methyl-phenyl)-urea). Procedure details: A mixture of 4,6-dichloropyrimidine (180 mg, 1.21 mmol), benzothiazole-2,6-diamine (200 mg, 1.21 mmol), sodium iodide (216 mg, 1.45 mmol), ethyl diisopropylamine (0.25 mL, 1.45 mmol) and DMF (10 mL) was heated at 85° C. for 3 h. 2-Methoxy-5-methylphenyl isocyanate (0.20 mL, 1.33 mmol) was added and heating was continued at 85° C. for 3 h. The solvent was removed and the residue treated with CH2Cl2. The precipitate was separated (0.57 g, 85%). LC/ESI-MS: m/z=441 [M+H]+; m/z=439 [M−H]−; Rt=3.64 mi... Run in CN(C)C=O (DMF).